From a dataset of the Open Reaction Database (ORD), a public repository of structured organic reaction records. describe an organic reaction: reactants, conditions, products, and yield Starting materials: S(=O)(Cl)Cl (Thionyl chloride), C=CC1=CC=C(C=C1)S(=O)(=O)[O-].[Na+] (Sodium styrene p-sulphonate). The solvent is CN(C=O)C (dimethyl formamide). Reaction conditions: temperature 3 celsius, time 2 hour. Product: C=CC1=CC=C(C=C1)S(=O)(=O)Cl (styrene p-sulphonyl chloride). RXN SMILES: S(Cl)([Cl:3])=O.[CH2:5]=[CH:6][C:7]1[CH:12]=[CH:11][C:10]([S:13]([O-:16])(=O)=[O:14])=[CH:9][CH:8]=1.[Na+]>CN(C)C=O>[CH2:5]=[CH:6][C:7]1[CH:12]=[CH:11][C:10]([S:13]([Cl:3])(=[O:16])=[O:14])=[CH:9][CH:8]=1 |f:1.2|. Procedure details: A flask containing 300 ml dry dimethyl formamide was cooled in an ice/salt bath to 3° C. Thionyl chloride (250 ml) was added dropwise with stirring over a period of 2 hrs. Sodium styrene p-sulphonate (200 g}was added in aliquots over a further 1 hour. The reaction mixture was allowed to stand for 24 hours at room temperature. The solution was poured onto ice and extracted with toluene (1000 ml). The extract was neutralised with sodium carbonate, washed with water, dried over magnesium sulphate a...